Task: describe an organic reaction: reactants, conditions, products, and yield. Dataset: the Open Reaction Database (ORD), a public repository of structured organic reaction records Starting materials: O=C(O)c1ccc([N+](=O)[O-])s1, CNOC. The reagents and catalysts are CCN=C=NCCCN(C)C.Cl (EDC-HCl), CCOC(=O)C(=NO)C#N (Oxyma). Solvent: CN(C)C=O (DMF), CN(C)C=O (DMF), CN(C)C=O (DMF), CN(C)C=O (DMF), CN(C)C=O (DMF), CN(C)C=O (DMF). Reaction conditions: temperature 25 celsius, time 2 hour. Yields the product CON(C)C(=O)c1ccc([N+](=O)[O-])s1. Yield: 58.0%. As a reaction SMILES: CNOC.O=C(O)c1ccc([N+](=O)[O-])s1.CCN=C=NCCCN(C)C.Cl.CCOC(=O)C(=NO)C#N.CN(C)C=O>>CON(C)C(=O)c1ccc([N+](=O)[O-])s1. Reported procedure: To a mixture of 3-(2,4-bis-benzyloxy-5-chloro-phenyl)-4-iodo-1H-pyrazole (4.46 g, 8.63 mmol) and caesium carbonate (8.43 g, 25.88 mmol) in DMF (50 ml) was added 2-(trimethylsilyl)ethoxymethyl chloride (2.29 ml, 12.94 mmol). The mixture was stirred at room temperature overnight before being partitioned between water and DCM. The organics were then washed with brine and water and concentrated in vacuo to give a yellow oil which was purified by column chromatography using hexanes and ethyl acetate ... Reaction SMILES: [CH2:1]([O:8][C:9]1[CH:14]=[C:13]([O:15][CH2:16][C:17]2[CH:22]=[CH:21][CH:20]=[CH:19][CH:18]=2)[C:12]([Cl:23])=[CH:11][C:10]=1[C:24]1[C:28]([I:29])=[CH:27][NH:26][N:25]=1)[C:2]1[CH:7]=[CH:6][CH:5]=[CH:4][CH:3]=1.C(=O)([O-])[O-].[Cs+].[Cs+].[CH3:36][Si:37]([CH3:44])([CH3:43])[CH2:38][CH2:39][O:40][CH2:41]Cl>CN(C=O)C>[CH2:1]([O:8][C:9]1[CH:14]=[C:13]([O:15][CH2:16][C:17]2[CH:22]=[CH:21][CH:20]=[CH:19][CH:18]=2)[C:12]([Cl:23])=[CH:11][C:10]=1[C:24]1[C:28]([I:29])=[CH:27][N:26]([CH2:41][O:40][CH2:39][CH2:38][Si:37]([CH3:44])([CH3:43])[CH3:36])[N:25]=1)[C:2]1[CH:7]=[CH:6][CH:5]=[CH:4][CH:3]=1 |f:1.2.3|. Reaction conditions: time 8 hour. Starting materials: C(C1=CC=CC=C1)OC1=C(C=C(C(=C1)OCC1=CC=CC=C1)Cl)C1=NNC=C1I (3-(2,4-bis-benzyloxy-5-chloro-phenyl)-4-iodo-1H-pyrazole), C([O-])([O-])=O.[Cs+].[Cs+] (caesium carbonate), C[Si](CCOCCl)(C)C (2-(trimethylsilyl)ethoxymethyl chloride). Isolated yield 79.5%. Solvent: CN(C)C=O (DMF). The product is C(C1=CC=CC=C1)OC1=C(C=C(C(=C1)OCC1=CC=CC=C1)Cl)C1=NN(C=C1I)COCC[Si](C)(C)C (3-(2,4-bis-benzyloxy-5-chloro-phenyl)-4-iodo-1-(2-trimethylsilanyl-ethoxymethyl)-1H-pyrazole). Reactants: N-benzyloxy-N-methylphenylcarbamate, C(C)(C)(C)C=1C=C(C=C2C(NCC2)=O)C=C(C1O)C(C)(C)C (3-(3,5-Di-tert-butyl-4-hydroxybenzylidene)pyrrolidin-2-one), C1CCOC1 (THF), C[Si](C)(C)[N-][Si](C)(C)C.[Li+] (lithium bis(trimethylsilyl)amide), C1CCOC1 (THF). Run in C(C)(=O)OCC (ethyl acetate). Run at temperature -70 celsius, time 1 hour. The product is C(C1=CC=CC=C1)ON(C(=O)N1C(C(CC1)=CC1=CC(=C(C(=C1)C(C)(C)C)O)C(C)(C)C)=O)C (1-(N-benzyloxy-N-methylcarbamoyl)-3-(3,5-di-tert-butyl-4-hydroxybenzylidene)pyrrolidin-2-one). Yield: 32.0%. As a reaction SMILES: [C:1]([C:5]1[CH:6]=[C:7]([CH:15]=[C:16]([C:19]([CH3:22])([CH3:21])[CH3:20])[C:17]=1[OH:18])[CH:8]=[C:9]1[CH2:13][CH2:12][NH:11][C:10]1=[O:14])([CH3:4])([CH3:3])[CH3:2].[CH2:23]1[CH2:27][O:26][CH2:25][CH2:24]1.C[Si]([N-][Si](C)(C)C)(C)C.[Li+]>C(OCC)(=O)C>[CH2:25]([O:26][N:11]([CH3:12])[C:10]([N:11]1[CH2:12][CH2:13][C:9](=[CH:8][C:7]2[CH:6]=[C:5]([C:1]([CH3:4])([CH3:3])[CH3:2])[C:17]([OH:18])=[C:16]([C:19]([CH3:22])([CH3:21])[CH3:20])[CH:15]=2)[C:10]1=[O:14])=[O:14])[C:24]1[CH:23]=[CH:27][CH:3]=[CH:1][CH:2]=1 |f:2.3|. Reported procedure: 3-(3,5-Di-tert-butyl-4-hydroxybenzylidene)pyrrolidin-2-one (3.01 g, 10 mmole) was dissolved into THF (60 ml), which was cooled to -70° C. To this mixture, a solution of 1.0M lithium bis(trimethylsilyl)amide dissolved into THF (24 ml) was added. Furthermore, N-benzyloxy-N-methylphenylcarbamate (2.9 g, 12 mmole) was added thereto and the mixture was stirred at room temperature for 1 hour. The reaction mixture was poured into ethyl acetate, which was washed with an aqueous solution of 0.1N hydrochl... Starting materials: C1CCOC1, CCOC(=O)CCNCCc1cn(C)c2c(-c3noc(-c4ccc(OC(C)C)c(Cl)c4)n3)cccc12, Cl, [Na+], [OH-]. The product is CC(C)Oc1ccc(-c2nc(-c3cccc4c(CCNCCC(=O)O)cn(C)c34)no2)cc1Cl. Reaction SMILES: [CH2:40]1[O:41][CH2:42][CH2:43][CH2:44]1.[Cl:1][c:2]1[cH:3][c:4](-[c:12]2[n:13][c:14](-[c:17]3[cH:18][cH:19][cH:20][c:21]4[c:22]([CH2:27][CH2:28][NH:29][CH2:30][CH2:31][C:32](=[O:33])[O:34][CH2:35][CH3:36])[cH:23][n:24]([CH3:26])[c:25]34)[n:15][o:16]2)[cH:5][cH:6][c:7]1[O:8][CH:9]([CH3:10])[CH3:11].[ClH:39].[Na+:38].[OH-:37]>>[Cl:1][c:2]1[cH:3][c:4](-[c:12]2[n:13][c:14](-[c:17]3[cH:18][cH:19][cH:20][c:21]4[c:22]([CH2:27][CH2:28][NH:29][CH2:30][CH2:31][C:32](=[O:33])[OH:34])[cH:23][n:24]([CH3:26])[c:25]34)[n:15][o:16]2)[cH:5][cH:6][c:7]1[O:8][CH:9]([CH3:10])[CH3:11]. Starting materials: Br, COC(=O)N1CCC(c2cc(=O)[nH]o2)CC1c1ccc(Cl)cc1Cl. Product: O=c1cc(C2CCNC(c3ccc(Cl)cc3Cl)C2)o[nH]1. Reaction SMILES: [BrH:25].[Cl:1][c:2]1[c:3]([CH:9]2[N:10]([C:21]([O:22][CH3:23])=[O:24])[CH2:11][CH2:12][CH:13]([c:15]3[cH:16][c:17](=[O:20])[nH:18][o:19]3)[CH2:14]2)[cH:4][cH:5][c:6]([Cl:8])[cH:7]1>>[Cl:1][c:2]1[c:3]([CH:9]2[NH:10][CH2:11][CH2:12][CH:13]([c:15]3[cH:16][c:17](=[O:20])[nH:18][o:19]3)[CH2:14]2)[cH:4][cH:5][c:6]([Cl:8])[cH:7]1. The reactants are [Si](C)(C)(C(C)(C)C)OC=1C=C2C(=NN(C2=CC1)C1OCCCC1)CO ((R/S) (5-(tert-butyldimethylsilyloxy)-1-(tetrahydro-2H-pyran-2-yl)-1H-indazol-3-yl)methanol). The reagents and catalysts are O=[Mn]=O (MnO2). Solvent: ClCCl (dichloromethane). Run at time 5 hour. The product is [Si](C)(C)(C(C)(C)C)OC=1C=C2C(=NN(C2=CC1)C1OCCCC1)C=O (5-(tert-butyldimethylsilyloxy)-1-(tetrahydro-2H-pyran-2-yl)-1H-indazole-3-carbaldehyde). Isolated yield 80.4%. Reaction SMILES: [Si:1]([O:8][C:9]1[CH:10]=[C:11]2[C:15](=[CH:16][CH:17]=1)[N:14]([CH:18]1[CH2:23][CH2:22][CH2:21][CH2:20][O:19]1)[N:13]=[C:12]2[CH2:24][OH:25])([C:4]([CH3:7])([CH3:6])[CH3:5])([CH3:3])[CH3:2]>ClCCl.O=[Mn]=O>[Si:1]([O:8][C:9]1[CH:10]=[C:11]2[C:15](=[CH:16][CH:17]=1)[N:14]([CH:18]1[CH2:23][CH2:22][CH2:21][CH2:20][O:19]1)[N:13]=[C:12]2[CH:24]=[O:25])([C:4]([CH3:7])([CH3:5])[CH3:6])([CH3:2])[CH3:3]. Procedure: A mixture of (R/S) (5-(tert-butyldimethylsilyloxy)-1-(tetrahydro-2H-pyran-2-yl)-1H-indazol-3-yl)methanol (1 g, 2.76 mmol, 1.00 equiv) and MnO2 (2.4 g, 27.61 mmol, 10.01 equiv) in dichloromethane (10 mL) was stirred at room temperature for 5 h. The solid material was removed by filtration. The filtrate was concentrated under vacuum to give 0.8 g (80%) of 5-(tert-butyldimethylsilyloxy)-1-(tetrahydro-2H-pyran-2-yl)-1H-indazole-3-carbaldehyde as a colorless oil. 1H NMR (400 MHz, CDCl3): δ 10.0 (s, 1...